Dataset: the Open Reaction Database (ORD), a public repository of structured organic reaction records. Task: describe an organic reaction: reactants, conditions, products, and yield The reactants are BrC=1N=C(N(C1)C)CCC1=NN2C(C(=CC=C2C)OC)=N1 (2-[2-(4-Bromo-1-methyl-1H-imidazol-2-yl)-ethyl]-8-methoxy-5-methyl-[1,2,4]triazolo[1,5-a]pyridine), O1C=C(C=C1)B(O)O (furan-3-boronic acid), COCCOC (1,2-dimethoxyethane), solution, C([O-])([O-])=O.[Na+].[Na+] (sodium carbonate). Reagents/catalysts: C=1C=CC(=CC1)[P](C=2C=CC=CC2)(C=3C=CC=CC3)[Pd]([P](C=4C=CC=CC4)(C=5C=CC=CC5)C=6C=CC=CC6)([P](C=7C=CC=CC7)(C=8C=CC=CC8)C=9C=CC=CC9)[P](C=1C=CC=CC1)(C=1C=CC=CC1)C=1C=CC=CC1 (tetrakis(triphenylphosphine)palladium(0)). The solvent is O (water), CCOC(=O)C (EtOAc), [Cl-].[Na+].O (brine). Conditions: temperature 110 celsius. Product: O1C=C(C=C1)C=1N=C(N(C1)C)CCC1=NN2C(C(=CC=C2C)OC)=N1 (2-[2-(4-Furan-3-yl-1-methyl-1H-imidazol-2-yl)-ethyl]-8-methoxy-5-methyl-[1,2,4]-triazolo[1,5-a]pyridine). The yield is 14.8%. Reaction SMILES: Br[C:2]1[N:3]=[C:4]([CH2:8][CH2:9][C:10]2[N:21]=[C:13]3[C:14]([O:19][CH3:20])=[CH:15][CH:16]=[C:17]([CH3:18])[N:12]3[N:11]=2)[N:5]([CH3:7])[CH:6]=1.[O:22]1[CH:26]=[CH:25][C:24](B(O)O)=[CH:23]1.COCCOC.C(=O)([O-])[O-].[Na+].[Na+]>O.[Cl-].[Na+].O.C1C=CC([P]([Pd]([P](C2C=CC=CC=2)(C2C=CC=CC=2)C2C=CC=CC=2)([P](C2C=CC=CC=2)(C2C=CC=CC=2)C2C=CC=CC=2)[P](C2C=CC=CC=2)(C2C=CC=CC=2)C2C=CC=CC=2)(C2C=CC=CC=2)C2C=CC=CC=2)=CC=1.CCOC(C)=O>[O:22]1[CH:26]=[CH:25][C:24]([C:2]2[N:3]=[C:4]([CH2:8][CH2:9][C:10]3[N:21]=[C:13]4[C:14]([O:19][CH3:20])=[CH:15][CH:16]=[C:17]([CH3:18])[N:12]4[N:11]=3)[N:5]([CH3:7])[CH:6]=2)=[CH:23]1 |f:3.4.5,7.8.9,^1:49,51,70,89|. Procedure details: A glass vial was charged with 2-[2-(4-Bromo-1-methyl-1H-imidazol-2-yl)-ethyl]-8-methoxy-5-methyl-[1,2,4]triazolo[1,5-a]pyridine (70 mg, 0.20 mmol), furan-3-boronic acid (33.6 mg, 0.30 mmol), 1,2-dimethoxyethane (0.8 mL), 1M solution of sodium carbonate in water (0.3 mL) and the slurry was deoxygenated by bubbling argon through then tetrakis(triphenylphosphine)palladium(0) (5.2 mg, 0.0045 mmol) was added and the vessel sealed and heated at 110° C. for 12 hours. EtOAc (3 mL) was added followed by ...